Dataset: the Open Reaction Database (ORD), a public repository of structured organic reaction records. Task: describe an organic reaction: reactants, conditions, products, and yield The product is CC(C)(C)OC(=O)N1CCN(C(=CC#N)c2ccccc2)CC1. Starting materials: CC(C)(C)OC(=O)N1CCNCC1, N#CCC(=O)c1ccccc1, c1ccccc1. RXN SMILES: [C:1](=[O:2])([O:3][C:4]([CH3:5])([CH3:6])[CH3:7])[N:8]1[CH2:9][CH2:10][NH:11][CH2:12][CH2:13]1.[O:14]=[C:15]([CH2:16][C:17]#[N:18])[c:19]1[cH:20][cH:21][cH:22][cH:23][cH:24]1.[cH:25]1[cH:26][cH:27][cH:28][cH:29][cH:30]1>>[C:1](=[O:2])([O:3][C:4]([CH3:5])([CH3:6])[CH3:7])[N:8]1[CH2:9][CH2:10][N:11]([C:15](=[CH:16][C:17]#[N:18])[c:19]2[cH:20][cH:21][cH:22][cH:23][cH:24]2)[CH2:12][CH2:13]1. The reactants are CSc1nc(O)nc2[nH]ncc12, CC(C)O, NC1CCC(OCC(F)c2ccccc2F)CC1, NC1CCC(OCC(F)c2ccccc2F)CC1, O. Product: Oc1nc(NC2CCC(OCC(F)c3ccccc3F)CC2)c2cn[nH]c2n1. Reaction SMILES: [CH3:37][S:38][c:39]1[c:40]2[c:41]([n:42][c:43]([OH:45])[n:44]1)[nH:46][n:47][cH:48]2.[CH3:50][CH:51]([OH:52])[CH3:53].[F:19][CH:20]([c:21]1[cH:22][cH:23][cH:24][cH:25][c:26]1[F:27])[CH2:28][O:29][CH:30]1[CH2:31][CH2:32][CH:33]([NH2:34])[CH2:35][CH2:36]1.[F:1][CH:2]([CH2:3][O:4][CH:5]1[CH2:6][CH2:7][CH:8]([NH2:11])[CH2:9][CH2:10]1)[c:12]1[c:13]([F:18])[cH:14][cH:15][cH:16][cH:17]1.[OH2:49]>>[F:1][CH:2]([CH2:3][O:4][CH:5]1[CH2:6][CH2:7][CH:8]([NH:11][c:39]2[c:40]3[c:41]([n:42][c:43]([OH:45])[n:44]2)[nH:46][n:47][cH:48]3)[CH2:9][CH2:10]1)[c:12]1[c:13]([F:18])[cH:14][cH:15][cH:16][cH:17]1.